Dataset: the Open Reaction Database (ORD), a public repository of structured organic reaction records. Task: describe an organic reaction: reactants, conditions, products, and yield The reactants are FC=1C=CC(=NC1)C(=C)NC(C)=O (N-(1-(5-fluoropyridin-2-yl)vinyl)acetamide). Reagents/catalysts: [Pd] (Pd/C). Run in CCO (EtOH). Reaction conditions: temperature 27.5 celsius, time 1.5 hour. Yields the product FC=1C=CC(=NC1)C(C)NC(C)=O (N-(1-(5-fluoropyridin-2-yl)ethyl)acetamide). Isolated yield 103535.5%. RXN SMILES: [F:1][C:2]1[CH:3]=[CH:4][C:5]([C:8]([NH:10][C:11](=[O:13])[CH3:12])=[CH2:9])=[N:6][CH:7]=1>CCO.[Pd]>[F:1][C:2]1[CH:3]=[CH:4][C:5]([CH:8]([NH:10][C:11](=[O:13])[CH3:12])[CH3:9])=[N:6][CH:7]=1. Procedure details: 10% Pd/C (100 mg) was added to a solution of N-(1-(5-fluoropyridin-2-yl)vinyl)acetamide (440 g, 2.2 mmol) in EtOH (10 mL) and the mixture was stirred continuously under hydrogen atmosphere at 20-35° C. for 1.5 h. The reaction mixture was filtered over a celite bed- and the filtrate was concentrated under reduced pressure to afford 415 g of the title compound as a yellowish brown liquid. MS (ESI): m/z 183 (M+H). As a reaction SMILES: Cl[CH2:2][C:3]#[N:4].CCN(C(C)C)C(C)C.[N:14]([CH:17]([CH2:21][C:22]1[CH:27]=[CH:26][CH:25]=[CH:24][CH:23]=1)[C:18]([O-:20])=[O:19])=[N+:15]=[N-:16]>>[N:14]([C@@H:17]([CH2:21][C:22]1[CH:27]=[CH:26][CH:25]=[CH:24][CH:23]=1)[C:18]([O:20][CH2:2][C:3]#[N:4])=[O:19])=[N+:15]=[N-:16]. Conditions: time 12 hour. Reported procedure: Chloroacetonitrile (1 mL) and DIPEA (310 mg, 0.411 mL, 2.41 mmol) were added to 2-azido-3-phenylpropanoate and stirred for 12 h. The solvent was removed under reduced pressure and SiO2 flash chromatography (40-50% ethyl acetate in hexanes) afforded (250 mg) of a white solid in 50% yield. Rf 0.5 in 50% ethyl acetate in hexanes; 1H NMR (500 MHz, CDCl3) δ 7.37 (t, J=7.6 Hz, 2H), 7.32-7.29 (m, 1H), 7.25 (t, J=7.6 Hz, 2H), 4.77 (t, J=1.0 Hz, 1H), 4.18 (dd, J=6.2, 1.8 Hz, 1H), 3.21 (dd, J=14.0, 5.8 Hz... The product is N(=[N+]=[N-])[C@H](C(=O)OCC#N)CC1=CC=CC=C1 ((S)-cyanomethyl 2-azido-3-phenylpropanoate). Reactants: ClCC#N (Chloroacetonitrile), CCN(C(C)C)C(C)C (DIPEA), N(=[N+]=[N-])C(C(=O)[O-])CC1=CC=CC=C1 (2-azido-3-phenylpropanoate). The yield is 50.0%. The product is alcohols (3S,5R,6S)-3-allyl-5-(3-chlorophenyl)-6-(4-chlorophenyl)-1-((1S,2R)-1-cyclopropyl-2-hydroxypropyl)-3-methylpiperidin-2-one, C(C=C)[C@@]1(C(N([C@@H]([C@H](C1)C1=CC(=CC=C1)Cl)C1=CC=C(C=C1)Cl)[C@H]([C@H](C)O)C1CC1)=O)C ((3S,5R,6S)-3-allyl-5-(3-chlorophenyl)-6-(4-chlorophenyl)-1-((1S,2S)-1-cyclopropyl-2-hydroxypropyl)-3-methylpiperidin-2-one). Reactants: C(C=C)[C@@]1(C(N([C@@H]([C@H](C1)C1=CC(=CC=C1)Cl)C1=CC=C(C=C1)Cl)[C@H](C=O)C1CC1)=O)C ((S)-2-((3S,5R,6S)-3-allyl-5-(3-chlorophenyl)-6-(4-chlorophenyl)-3-methyl-2-oxopiperidin-1-yl)-2-cyclopropylacetaldehyde), C[Mg]Br (methyl magnesium bromide). Procedure: By the procedure of Example 149, Step A, (S)-2-((3S,5R,6S)-3-allyl-5-(3-chlorophenyl)-6-(4-chlorophenyl)-3-methyl-2-oxopiperidin-1-yl)-2-cyclopropylacetaldehyde (Example 257, Step C, 866 mg, 1.897 mmol) was treated with methyl magnesium bromide to give the diastereomeric alcohols (3S,5R,6S)-3-allyl-5-(3-chlorophenyl)-6-(4-chlorophenyl)-1-((1S,2R)-1-cyclopropyl-2-hydroxypropyl)-3-methylpiperidin-2-one and (3S,5R,6S)-3-allyl-5-(3-chlorophenyl)-6-(4-chlorophenyl)-1-((1S,2S)-1-cyclopropyl-2-hydroxyp... RXN SMILES: [CH2:1]([C@@:4]1([CH3:31])[CH2:9][C@H:8]([C:10]2[CH:15]=[CH:14][CH:13]=[C:12]([Cl:16])[CH:11]=2)[C@@H:7]([C:17]2[CH:22]=[CH:21][C:20]([Cl:23])=[CH:19][CH:18]=2)[N:6]([C@@H:24]([CH:27]2[CH2:29][CH2:28]2)[CH:25]=[O:26])[C:5]1=[O:30])[CH:2]=[CH2:3].[CH3:32][Mg]Br>>[CH2:1]([C@@:4]1([CH3:31])[CH2:9][C@H:8]([C:10]2[CH:15]=[CH:14][CH:13]=[C:12]([Cl:16])[CH:11]=2)[C@@H:7]([C:17]2[CH:18]=[CH:19][C:20]([Cl:23])=[CH:21][CH:22]=2)[N:6]([C@@H:24]([CH:27]2[CH2:28][CH2:29]2)[C@@H:25]([OH:26])[CH3:32])[C:5]1=[O:30])[CH:2]=[CH2:3]. The reactants are BrC=1C=NC(=C(C(=O)O)C1)F (5-bromo-2-fluoronicotinic acid), C(C)NCC (diethylamine). Run in C(C)#N (acetonitrile). Conditions: temperature 80 celsius. The product is BrC=1C=NC(=C(C(=O)O)C1)N(CC)CC (5-bromo-2-diethylamino-nicotinic acid). RXN SMILES: [Br:1][C:2]1[CH:3]=[N:4][C:5](F)=[C:6]([CH:10]=1)[C:7]([OH:9])=[O:8].[CH2:12]([NH:14][CH2:15][CH3:16])[CH3:13]>C(#N)C>[Br:1][C:2]1[CH:3]=[N:4][C:5]([N:14]([CH2:15][CH3:16])[CH2:12][CH3:13])=[C:6]([CH:10]=1)[C:7]([OH:9])=[O:8]. Procedure details: 880 mg (4.00 mmol) of 5-bromo-2-fluoronicotinic acid was dissolved in 3 ml of acetonitrile. 1.0 ml (9.7 mmol) of diethylamine was added and the resulting mixture heated to 80° C. for 18 h. The mixture was evaporated and the resulting brown oil used without further purification. MS: m/z 273 [MH+]. Starting materials: N#N (N2), C(C)(C)(C)NC(C1=CC=C(C=C1)C(C)(C)C)=O (N,4-di-tert-butylbenzamide), C(C)(CC)[Li] (sec-butyllithium), cyclohexanes, N#N (N2), [NH4+].[Cl-] (NH4Cl), CN(C)C=O (DMF). Run in O (H2O), C1CCOC1 (THF). Run at temperature -78 celsius. Product: C(C)(C)(C)N1C(C2=CC=C(C=C2C1O)C(C)(C)C)=O (2,5-di-tert-butyl-3-hydroxyl-2,3-dihydro-isoindol-1-one). Yield: 87.6%. RXN SMILES: N#N.[C:3]([NH:7][C:8](=[O:19])[C:9]1[CH:14]=[CH:13][C:12]([C:15]([CH3:18])([CH3:17])[CH3:16])=[CH:11][CH:10]=1)([CH3:6])([CH3:5])[CH3:4].C([Li])(CC)C.CN([CH:28]=[O:29])C.[NH4+].[Cl-]>O.C1COCC1>[C:3]([N:7]1[CH:28]([OH:29])[C:10]2[C:9](=[CH:14][CH:13]=[C:12]([C:15]([CH3:18])([CH3:17])[CH3:16])[CH:11]=2)[C:8]1=[O:19])([CH3:6])([CH3:5])[CH3:4] |f:4.5|. Procedure: In a 1 L three-necked flask fitted with an addition funnel with line to a bubbler, and a nitrogen inlet, that was purged with N2, N,4-di-tert-butylbenzamide (5 g, 21.4 mmol, Eq: 1.00) was combined with THF (200 ml) to give a light yellow solution. The reaction was cooled to −78° C. The sec-butyllithium in cyclohexanes (31.4 ml of 1.4 M, 43.9 mmol, Eq: 2.05) was added dropwise slowly and with a stream of N2. A yellow solution resulted. The reaction mixture was warmed to −15° C. for 1 h. A pale ye... The reactants are COC(=O)COc1ccc(Cl)c2nc(C)c(Cc3ccc(Cl)cc3)cc12, CCO, [Li+], [OH-], O. Yields the product Cc1nc2c(Cl)ccc(OCC(=O)O)c2cc1Cc1ccc(Cl)cc1. Reaction SMILES: [CH3:1][O:2][C:3]([CH2:4][O:5][c:6]1[c:7]2[cH:8][c:9]([CH2:18][c:19]3[cH:20][cH:21][c:22]([Cl:25])[cH:23][cH:24]3)[c:10]([CH3:17])[n:11][c:12]2[c:13]([Cl:16])[cH:14][cH:15]1)=[O:26].[CH3:27][CH2:28][OH:29].[Li+:30].[OH-:31].[OH2:32]>>[O:2]=[C:3]([CH2:4][O:5][c:6]1[c:7]2[cH:8][c:9]([CH2:18][c:19]3[cH:20][cH:21][c:22]([Cl:25])[cH:23][cH:24]3)[c:10]([CH3:17])[n:11][c:12]2[c:13]([Cl:16])[cH:14][cH:15]1)[OH:26]. Starting materials: O (water), COC1=C(C=C2C(NCC2)=O)C=CC=C1 (3-(2′-methoxybenzylidene)-2-pyrrolidone), CI (Methyl iodide), [H-].[Na+] (sodium hydride). Run in CN(C=O)C (dimethylformamide). Reaction conditions: time 30 minute. The product is COC1=C(C=C2C(N(CC2)C)=O)C=CC=C1 (3-(2′-methoxybenzylidene)-1-methyl-2-pyrrolidone). RXN SMILES: [CH3:1][O:2][C:3]1[CH:15]=[CH:14][CH:13]=[CH:12][C:4]=1[CH:5]=[C:6]1[CH2:10][CH2:9][NH:8][C:7]1=[O:11].[H-].[Na+].[CH3:18]I.O>CN(C)C=O>[CH3:1][O:2][C:3]1[CH:15]=[CH:14][CH:13]=[CH:12][C:4]=1[CH:5]=[C:6]1[CH2:10][CH2:9][N:8]([CH3:18])[C:7]1=[O:11] |f:1.2|. Procedure details: The intermediate 3-(2′-methoxybenzylidene)-2-pyrrolidone (5.0 g) obtained in Example 317 was dissolved in dimethylformamide (50 ml) and sodium hydride (0.99 g) was added thereto under ice-cooling. The mixture was stirred at room temperature for 30 min. Methyl iodide (1.72 ml) was added under ice-cooling and the mixture was stirred for 8 hr at room temperature. After completing of the reaction, the reaction mixture was poured into water and extracted with ethyl acetate. The organic layer was drie... Reactants: BrCc1ccccc1, C1CCOC1, COC(=O)C(C)(C)CO, [H-], [Na+]. Product: COC(=O)C(C)(C)COCc1ccccc1. Reaction SMILES: [CH2:12]([c:13]1[cH:14][cH:15][cH:16][cH:17][cH:18]1)[Br:19].[CH2:20]1[O:21][CH2:22][CH2:23][CH2:24]1.[CH3:3][O:4][C:5]([C:6]([CH2:7][OH:8])([CH3:9])[CH3:10])=[O:11].[H-:1].[Na+:2]>>[CH3:3][O:4][C:5]([C:6]([CH2:7][O:8][CH2:12][c:13]1[cH:14][cH:15][cH:16][cH:17][cH:18]1)([CH3:9])[CH3:10])=[O:11].